describe an organic reaction: reactants, conditions, products, and yield From a dataset of the Open Reaction Database (ORD), a public repository of structured organic reaction records. Starting materials: BrC=1C=NC2=CC=CC=C2C1 (3-Bromoquinoline), C(CCC)[Li] (n-Butyllithium), COC(C(=O)N1CCOCC1)OC (N-(Dimethoxyacetyl)morpholine). The solvent is C1CCOC1 (THF), C1CCOC1 (THF). Conditions: time 15 minute. Product: COC(C(=O)C=1C=NC2=CC=CC=C2C1)OC (3-(Dimethoxyacetyl)quinoline). As a reaction SMILES: Br[C:2]1[CH:3]=[N:4][C:5]2[C:10]([CH:11]=1)=[CH:9][CH:8]=[CH:7][CH:6]=2.C([Li])CCC.[CH3:17][O:18][CH:19]([O:28][CH3:29])[C:20](N1CCOCC1)=[O:21]>C1COCC1>[CH3:17][O:18][CH:19]([O:28][CH3:29])[C:20]([C:2]1[CH:3]=[N:4][C:5]2[C:10]([CH:11]=1)=[CH:9][CH:8]=[CH:7][CH:6]=2)=[O:21]. Reported procedure: 3-Bromoquinoline (3.29 ml., 0.032 mol) was dissolved in 300 ml. THF and cooled to -78°. n-Butyllithium (13.6 ml. of 2.5M in hexane, 0.034 ml.) was added slowly and the mixture stirred 15 minutes at -75° to -78°. N-(Dimethoxyacetyl)morpholine (5.98 g., 0.032 mol) in 10 ml. THF was then added and stirring continued for 1.75 hours at the same temperature. The reaction was then quenched into 300 ml. saturated NH4Cl. The aqueous layer was separated and extracted 4×100 ml. ether. The organic layers we... The reactants are ClB(Cl)Cl, COc1ccc(-c2c(C)nn(COCC[Si](C)(C)C)c2-c2cc(C)nc(N)n2)cc1, COC, ClCCl, [Na+], O=C([O-])O. Product: COc1ccc(-c2c(C)n[nH]c2-c2cc(C)nc(N)n2)cc1. Reaction SMILES: [B:34]([Cl:35])([Cl:36])[Cl:37].[CH3:1][O:2][c:3]1[cH:4][cH:5][c:6](-[c:9]2[c:10](-[c:23]3[n:24][c:25]([NH2:30])[n:26][c:27]([CH3:29])[cH:28]3)[n:11]([CH2:15][O:16][CH2:17][CH2:18][Si:19]([CH3:20])([CH3:21])[CH3:22])[n:12][c:13]2[CH3:14])[cH:7][cH:8]1.[CH3:31][O:32][CH3:33].[Cl:43][CH2:44][Cl:45].[Na+:42].[O-:38][C:39]([OH:40])=[O:41]>>[CH3:1][O:2][c:3]1[cH:4][cH:5][c:6](-[c:9]2[c:10](-[c:23]3[n:24][c:25]([NH2:30])[n:26][c:27]([CH3:29])[cH:28]3)[nH:11][n:12][c:13]2[CH3:14])[cH:7][cH:8]1. The reactants are [BH4-].[Na+] (sodium borohydride), ClCCCOC1=CC=C(C=O)C=C1 (4-(3-chloropropoxy)benzaldehyde), [Cl-].[NH4+] (ammonium chloride). Run in CO (methanol). Product: ClCCCOC1=CC=C(CO)C=C1 (4-(3-chloropropoxy)benzyl alcohol). The yield is 36.6%. As a reaction SMILES: [Cl:1][CH2:2][CH2:3][CH2:4][O:5][C:6]1[CH:13]=[CH:12][C:9]([CH:10]=[O:11])=[CH:8][CH:7]=1.[BH4-].[Na+].[Cl-].[NH4+]>CO>[Cl:1][CH2:2][CH2:3][CH2:4][O:5][C:6]1[CH:7]=[CH:8][C:9]([CH2:10][OH:11])=[CH:12][CH:13]=1 |f:1.2,3.4|. Reported procedure: To a solution of 4-(3-chloropropoxy)benzaldehyde (30 g) in methanol (250 mL), cooled at a temperature close to 0° C., is added portionwise sodium borohydride (7.72 g). The mixture is stirred for 4 hours, hydrolysed with a saturated aqueous solution of ammonium chloride and extracted with diethyl ether. The combined extracts are dried over magnesium sulphate, concentrated under reduced pressure and purified by chromatography over silica gel (eluent: dichloromethane/methanol from 100/0 to 95/5). F... Reactants: O[C@@H]1[C@](CC2=CC=CC=C12)(C=1CC2=CC=CC=C2C1)CC1=CC=C(C(=O)OCC)C=C1 (ethyl 4-(((1R,2R)-1-hydroxy-2,3-dihydro-1H,1′H-[2,2′-biinden]-2-yl)methyl)benzoate), NC=1C=CC(=C(C(=O)O)C1)O (5-amino-2-hydroxybenzoic acid), C[Al](C)C (trimethylaluminium). Solvent: C1CCOC1 (THF). Yields the product OC1=C(C(=O)O)C=C(C=C1)NC(C1=CC=C(C=C1)C[C@]1([C@H](C2=CC=CC=C2C1)O)C=1CC2=CC=CC=C2C1)=O (2-hydroxy-5-(4-(((1R,2R)-1-hydroxy-2,3-dihydro-1H,1′H-[2,2′-biinden]-2-yl)methyl)benzamido)benzoic acid). The yield is 30.2%. RXN SMILES: [OH:1][C@H:2]1[C:10]2[C:5](=[CH:6][CH:7]=[CH:8][CH:9]=2)[CH2:4][C@:3]1([CH2:20][C:21]1[CH:31]=[CH:30][C:24]([C:25](OCC)=[O:26])=[CH:23][CH:22]=1)[C:11]1[CH2:12][C:13]2[C:18]([CH:19]=1)=[CH:17][CH:16]=[CH:15][CH:14]=2.[NH2:32][C:33]1[CH:34]=[CH:35][C:36]([OH:42])=[C:37]([CH:41]=1)[C:38]([OH:40])=[O:39].C[Al](C)C>C1COCC1>[OH:42][C:36]1[CH:35]=[CH:34][C:33]([NH:32][C:25](=[O:26])[C:24]2[CH:23]=[CH:22][C:21]([CH2:20][C@:3]3([C:11]4[CH2:12][C:13]5[C:18]([CH:19]=4)=[CH:17][CH:16]=[CH:15][CH:14]=5)[CH2:4][C:5]4[C:10](=[CH:9][CH:8]=[CH:7][CH:6]=4)[C@@H:2]3[OH:1])=[CH:31][CH:30]=2)=[CH:41][C:37]=1[C:38]([OH:40])=[O:39]. Procedure: To a mixture of ethyl 4-(((1R,2R)-1-hydroxy-2,3-dihydro-1H,1′H-[2,2′-biinden]-2-yl)methyl)benzoate (11, 200 mg, 0.48 mmol), 5-amino-2-hydroxybenzoic acid (75 mg, 0.48 mmol) and THF (1.0 mL) in a 5 mL microwave vial, was added trimethylaluminium (0.5 mL, 20% solution in toluene) and the mixture irradiated at 100° C. for 5 min. The reaction mixture was quenched with slow addition of 1.5 N HCl (2 mL) and extracted with ethyl acetate (3×15 mL). Organic layer was washed with water (25 mL), brine (25 ... The reactants are BrCC1=CC2=CC=CC=C2C=C1 (2-(Bromomethyl)naphthalene), C([O-])([O-])=O.[K+].[K+] (potassium carbonate), C(C)OC([C@@H](NC(C(F)(F)F)=O)CC1=CC(=CC=C1)O)=O (N-trifluoroacetyl-3-hydroxy-L-phenylalanine ethyl ester). Reagents/catalysts: [I-].[K+] (potassium iodide). Solvent: C(C)C(=O)C (methyl ethyl ketone). Reaction conditions: temperature 60 celsius, time 14 hour. The product is C(C)OC([C@@H](NC(C(F)(F)F)=O)CC1=CC(=CC=C1)OCC1=CC2=CC=CC=C2C=C1)=O (N-trifluoroacetyl-3-[(2-naphthyl)methoxy]-L-phenylalanine ethyl ester). Isolated yield 78.8%. Reaction SMILES: Br[CH2:2][C:3]1[CH:12]=[CH:11][C:10]2[C:5](=[CH:6][CH:7]=[CH:8][CH:9]=2)[CH:4]=1.C(=O)([O-])[O-].[K+].[K+].[CH2:19]([O:21][C:22](=[O:39])[C@H:23]([CH2:31][C:32]1[CH:37]=[CH:36][CH:35]=[C:34]([OH:38])[CH:33]=1)[NH:24][C:25](=[O:30])[C:26]([F:29])([F:28])[F:27])[CH3:20]>C(C(C)=O)C.[I-].[K+]>[CH2:19]([O:21][C:22](=[O:39])[C@H:23]([CH2:31][C:32]1[CH:37]=[CH:36][CH:35]=[C:34]([O:38][CH2:2][C:3]2[CH:12]=[CH:11][C:10]3[C:5](=[CH:6][CH:7]=[CH:8][CH:9]=3)[CH:4]=2)[CH:33]=1)[NH:24][C:25](=[O:30])[C:26]([F:27])([F:28])[F:29])[CH3:20] |f:1.2.3,6.7|. Procedure: 2-(Bromomethyl)naphthalene (453 mg, 1.97 mmol), potassium carbonate (340 mg, 2.46 mmol) and potassium iodide (14 mg, 0.084 mmol) were added in turn to a solution of N-trifluoroacetyl-3-hydroxy-L-phenylalanine ethyl ester (500 mg, 1.64 mmol) in methyl ethyl ketone (20 ml) and the mixture was stirred under argon atmosphere at 60° C. for 14 hrs. The reaction mixture was cooled to room temperature and the insoluble materials were filtered off and washed with ethyl acetate. The filtrate and washings ... The reactants are O (water), ClC1=CN=C(C2=CC(=CC=C12)C(=O)NCCC(=O)O)NC(=N)N (N-[(4-Chloro-1-guanidino-7-isoquinolinyl)carbonyl]-β-alanine), Cl.NC(=N)N (guanidine hydrochloride), N-[(1,4-Dichloro-7-isoquinolinyl)carbonyl]-P-alanine t-butyl ester. The solvent is CS(=O)C (DMSO). Reaction conditions: temperature 80 celsius. The product is C(C)(C)(C)OC(CCNC(=O)C1=CC=C2C(=CN=C(C2=C1)NC(=N)N)Cl)=O (N-[(4-chloro-1-guanidino-7-isoquinolinyl)carbonyl]-β-alanine t-butyl ester). Yield: 33.7%. Reaction SMILES: [Cl:1][C:2]1[C:11]2[C:6](=[CH:7][C:8]([C:12]([NH:14][CH2:15][CH2:16][C:17]([OH:19])=[O:18])=[O:13])=[CH:9][CH:10]=2)[C:5]([NH:20][C:21]([NH2:23])=[NH:22])=[N:4][CH:3]=1.Cl.NC(N)=N.O>CS(C)=O>[C:6]([O:18][C:17](=[O:19])[CH2:16][CH2:15][NH:14][C:12]([C:8]1[CH:7]=[C:6]2[C:11]([C:2]([Cl:1])=[CH:3][N:4]=[C:5]2[NH:20][C:21]([NH2:23])=[NH:22])=[CH:10][CH:9]=1)=[O:13])([CH3:11])([CH3:7])[CH3:5] |f:1.2|. Procedure: N-[(4-Chloro-1-guanidino-7-isoquinolinyl)carbonyl]-β-alanine ##STR61## NaH (114 mg, 60% dispersion in mineral oil, 2.85 mmol) was added portionwise to a stirred solution of guanidine hydrochloride (272 mg, 2.85 mmol) in DMSO (8 mL) and the solution was heated at 80° C. for 20 min. N-[(1,4-Dichloro-7-isoquinolinyl)carbonyl]-P-alanine t-butyl ester (420 mg, 1.14 mmol) was added and the mixture heated at 90° C. overnight. The cooled mixture was poured into water, extracted with EtOAc, and the combi... Starting materials: COC1=CC=C(C=C1)N1C(=O)C(=O)C2=CC=CC=C12 (N-(4-methoxyphenyl)isatin), [OH-].[K+] (potassium hydroxide). Reaction conditions: time 4 hour. Yields the product COC1=CC2=C(C3=CC=CC=C3N=C2C=C1)C(=O)O (2-Methoxy-acridine-9-carboxylic acid). Reaction SMILES: [CH3:1][O:2][C:3]1[CH:8]=[CH:7][C:6]([N:9]2[C:19]3[C:14](=[CH:15][CH:16]=[CH:17][CH:18]=3)[C:12](=O)[C:10]2=[O:11])=[CH:5][CH:4]=1.[OH-:20].[K+]>>[CH3:1][O:2][C:3]1[CH:8]=[CH:7][C:6]2[C:5](=[C:12]([C:10]([OH:20])=[O:11])[C:14]3[C:19]([N:9]=2)=[CH:18][CH:17]=[CH:16][CH:15]=3)[CH:4]=1 |f:1.2|. Procedure: The crude N-(4-methoxyphenyl)isatin from the above was suspended in 10% aqueous potassium hydroxide (150 ml) and refluxed under a nitrogen atmosphere. After 4 hours, the reflux was stopped and the reaction was filtered while still hot. The filtrate was diluted with water (˜150 ml) and ice. This solution was then acidified with concentrated hydrochloric acid. A yellow precipitate appeared which was collected by filtration. The precipitate was rinsed with cold water and ether and then air-dried. T... The reactants are NC=1C=C2C=3CC(CCC3NC2=CC1)N(C)C (6-amino-3-(dimethyl)amino-1,2,3,4-tetrahydro-9H-carbazole), O1C=C(C=C1)C(=O)O (furan-3-carboxylic acid). Yields the product O1C=C(C=C1)C(=O)NC=1C=C2C=3CC(CCC3NC2=CC1)N(C)C (6-(3-furoyl)amino-3-(dimethyl)amino-1,2,3,4-tetrahydro-9H-carbazole). The yield is 47.2%. As a reaction SMILES: [NH2:1][C:2]1[CH:3]=[C:4]2[C:12](=[CH:13][CH:14]=1)[NH:11][C:10]1[CH2:9][CH2:8][CH:7]([N:15]([CH3:17])[CH3:16])[CH2:6][C:5]2=1.[O:18]1[CH:22]=[CH:21][C:20]([C:23](O)=[O:24])=[CH:19]1>>[O:18]1[CH:22]=[CH:21][C:20]([C:23]([NH:1][C:2]2[CH:3]=[C:4]3[C:12](=[CH:13][CH:14]=2)[NH:11][C:10]2[CH2:9][CH2:8][CH:7]([N:15]([CH3:17])[CH3:16])[CH2:6][C:5]3=2)=[O:24])=[CH:19]1. Procedure: Beginning with 8.7 mg (0.038 mMol) 6-amino-3-(dimethyl)amino-1,2,3,4-tetrahydro-9H-carbazole and 10.0 mg (0.089 mMol) furan-3-carboxylic acid, 5.8 mg (47%) of the title compound were recovered as a beige solid. Reactants: C(C)OC(=O)C1=CN=C2N(C1=O)C(CCC2(Br)Br)C (9,9-dibromo-6-methyl-4-oxo-6,7,8,9-tetrahydro-4H-pyrido[1,2-a]pyrimidine-3-carboxylic acid ethyl ester), C(C1=CC=2OCOC2C=C1)(=O)NN (piperonylic acid hydrazide). Run in N1=CC=CC=C1 (pyridine). Conditions: time 2 day. Yields the product C(C)OC(=O)C1=CN=C2N(C1=O)C(CCC2=NNC(C2=CC1=C(C=C2)OCO1)=O)C (6-methyl-9-(3,4-methylenedioxybenzoylhydrazono)-4-oxo-6,7,8,9-tetrahydro-4H-pyrido[1,2-a]pyrimidine-3-carboxylic acid ethyl ester). Yield: 24.2%. RXN SMILES: [CH2:1]([O:3][C:4]([C:6]1[C:11](=[O:12])[N:10]2[CH:13]([CH3:19])[CH2:14][CH2:15][C:16](Br)(Br)[C:9]2=[N:8][CH:7]=1)=[O:5])[CH3:2].[C:20]([NH:31][NH2:32])(=[O:30])[C:21]1[CH:29]=[CH:28][C:27]2[O:26][CH2:25][O:24][C:23]=2[CH:22]=1>N1C=CC=CC=1>[CH2:1]([O:3][C:4]([C:6]1[C:11](=[O:12])[N:10]2[CH:13]([CH3:19])[CH2:14][CH2:15][C:16](=[N:32][NH:31][C:20](=[O:30])[C:21]3[CH:29]=[CH:28][C:27]4[O:26][CH2:25][O:24][C:23]=4[CH:22]=3)[C:9]2=[N:8][CH:7]=1)=[O:5])[CH3:2]. Reported procedure: 2.0 g. (0.005 moles) of 9,9-dibromo-6-methyl-4-oxo-6,7,8,9-tetrahydro-4H-pyrido[1,2-a]pyrimidine-3-carboxylic acid ethyl ester and 0.9 g. (0.005 moles) of piperonylic acid hydrazide are dissolved in 80 ml. of pyridine. The solution is allowed to stand for two days whereupon the solvent is distilled off in vacuo. To the residue 30 ml. of water are added. After a short standing the crystals are filtered off and recrystallized from methanol. 0.5 g. (24.2%) of 6-methyl-9-(3,4-methylenedioxybenzoylhy... Starting materials: C(CCC)[Li] (Butyl lithium), C(C)(C)OC1=CC=C(OC=2SC=CN2)C=C1 (2-(4-isopropoxyphenoxy)-1,3-thiazole), C(=O)N1CCOCC1 (formylmorpholine). The solvent is O1CCCC1 (tetrahydrofuran). Reaction conditions: time 4 hour. The product is C(C)(C)OC1=CC=C(OC=2SC(=CN2)C=O)C=C1 (2-(4-isopropoxyphenoxy)-1,3-thiazole-5-carbaldehyde). Yield: 100.3%. Reaction SMILES: C([Li])CCC.[CH:6]([O:9][C:10]1[CH:21]=[CH:20][C:13]([O:14][C:15]2[S:16][CH:17]=[CH:18][N:19]=2)=[CH:12][CH:11]=1)([CH3:8])[CH3:7].[CH:22](N1CCOCC1)=[O:23]>O1CCCC1>[CH:6]([O:9][C:10]1[CH:21]=[CH:20][C:13]([O:14][C:15]2[S:16][C:17]([CH:22]=[O:23])=[CH:18][N:19]=2)=[CH:12][CH:11]=1)([CH3:8])[CH3:7]. Reported procedure: Butyl lithium (20 mL, of 2.5M solution, 0.05 mol) at −78° C. over 15 minutes was added to a solution of Example 1B (11.8 g, 0.05 mol) in dry tetrahydrofuran. After one hour at the same temperature, formylmorpholine (5.8 g, 0.05 mol) was added drop wise and the mixture was stirred for 4 hours and then quenched with sat. NH4Cl. The aqueous layer was extracted with ethyl acetate and the organic phase washed with brine, dried over MgSO4 and filtered. The filtrate was concentrated and purified on sil...